This data is from the Open Reaction Database (ORD), a public repository of structured organic reaction records. The task is: describe an organic reaction: reactants, conditions, products, and yield Reactants: C(C1=CC=CC=C1)OCN1C(=C(C2=C1C=NN(C2=O)COCC[Si](C)(C)C)O)CC2=CC=CC=C2 (1-benzyloxymethyl-3-hydroxyphenylmethyl-5-(2-trimethylsilylethoxymethyl)-1,5-dihydropyrrolo-[2,3-d]pyridazin-4-one), C(C1=CC=CC=C1)OCN1C=C(C2=C1C=NNC2=O)C(C)(C)O (1-benzyloxymethyl-3-(1-hydroxy-1-methylethyl)-1,5-dihydropyrrolo[2,3-d]pyridazin-4-one). Product: C(C1=CC=CC=C1)C1=CN(C=2C=NN(C(C21)=O)CO)COCC2=CC=CC=C2 (3-Benzyl-1-benzyloxymethyl-5-hydroxymethyl-1,5-dihydropyrrolo[2,3-d]pyridazin-4-one). The yield is 71.0%. Reaction SMILES: [CH2:1]([O:8][CH2:9][N:10]1[C:14]2[CH:15]=[N:16][N:17]([CH2:20][O:21]CC[Si](C)(C)C)[C:18](=[O:19])[C:13]=2[C:12](O)=[C:11]1CC1C=CC=CC=1)[C:2]1[CH:7]=[CH:6][CH:5]=[CH:4][CH:3]=1.[CH2:36](OCN1C2C=NNC(=O)C=2C(C(O)(C)C)=C1)[C:37]1[CH:42]=[CH:41][CH:40]=[CH:39][CH:38]=1>>[CH2:36]([C:12]1[C:13]2[C:18](=[O:19])[N:17]([CH2:20][OH:21])[N:16]=[CH:15][C:14]=2[N:10]([CH2:9][O:8][CH2:1][C:2]2[CH:7]=[CH:6][CH:5]=[CH:4][CH:3]=2)[CH:11]=1)[C:37]1[CH:42]=[CH:41][CH:40]=[CH:39][CH:38]=1. Procedure: Reaction and post treatment were carried out in the same manner as in Reference example 21-(e) except for using 3.08 g (6.26 mmol) of 1-benzyloxymethyl-3-hydroxyphenylmethyl-5-(2-trimethylsilylethoxymethyl)-1,5-dihydropyrrolo-[2,3-d]pyridazin-4-one obtained in Reference example 33-(e) in place of 1-benzyloxymethyl-3-(1-hydroxy-1-methylethyl)-1,5-dihydropyrrolo[2,3-d]pyridazin-4-one, whereby 1.68 g of the title compound was obtained as a pale yellowish solid. (Yield: 71%) Starting materials: CN(C=O)C (Dimethylformamide), [H-].[Na+] (sodium hydride), ClC1=C(C=CC(=C1)OC1=NC=NC2=CC(=C(C=C12)OC)OC)NC(OCC1=C(C=CC=C1)C)=O (2-methylbenzyl N-{2-chloro-4-[(6,7-dimethoxy-4-quinazolinyl)oxy]phenyl}carbamate), CN(C=O)C (dimethylformamide), CI (methyl iodide). The solvent is O (Water). Run at time 10 minute. Yields the product ClC1=C(C=CC(=C1)OC1=NC=NC2=CC(=C(C=C12)OC)OC)N(C(OCC1=C(C=CC=C1)C)=O)C (2-Methylbenzyl N-{2-chloro-4-[(6,7-dimethoxy-4-quinazolinyl)oxy]phenyl}-N-methylcarbamate). Isolated yield 89.0%. Reaction SMILES: [CH3:1]N(C)C=O.[H-].[Na+].[Cl:8][C:9]1[CH:14]=[C:13]([O:15][C:16]2[C:25]3[C:20](=[CH:21][C:22]([O:28][CH3:29])=[C:23]([O:26][CH3:27])[CH:24]=3)[N:19]=[CH:18][N:17]=2)[CH:12]=[CH:11][C:10]=1[NH:30][C:31](=[O:41])[O:32][CH2:33][C:34]1[CH:39]=[CH:38][CH:37]=[CH:36][C:35]=1[CH3:40].CI>O>[Cl:8][C:9]1[CH:14]=[C:13]([O:15][C:16]2[C:25]3[C:20](=[CH:21][C:22]([O:28][CH3:29])=[C:23]([O:26][CH3:27])[CH:24]=3)[N:19]=[CH:18][N:17]=2)[CH:12]=[CH:11][C:10]=1[N:30]([CH3:1])[C:31](=[O:41])[O:32][CH2:33][C:34]1[CH:39]=[CH:38][CH:37]=[CH:36][C:35]=1[CH3:40] |f:1.2|. Procedure details: Dimethylformamide (5 ml) was added to sodium hydride (11 mg), and 2-methylbenzyl N-{2-chloro-4-[(6,7-dimethoxy-4-quinazolinyl)oxy]phenyl}carbamate (62 mg) was added to the mixture. Subsequently, a dimethylformamide solution (2 ml) of methyl iodide (77 mg) was added thereto, and the mixture was stirred at room temperature for 10 min. Water was added to stop the reaction, and the reaction solution was then extracted with ethyl acetate, followed by washing with water and saturated brine in that ord... Starting materials: CNCCN(C)C, COc1ccc(CN(Cc2ccc(OC)cc2)c2ncc(-c3nc(N4CCOCC4)nc4c3CCN4c3ccnc(Cl)c3)cn2)cc1. Yields the product COc1ccc(CN(Cc2ccc(OC)cc2)c2ncc(-c3nc(N4CCOCC4)nc4c3CCN4c3ccnc(N(C)CCN(C)C)c3)cn2)cc1. RXN SMILES: [CH3:48][N:49]([CH2:50][CH2:51][NH:52][CH3:53])[CH3:54].[Cl:1][c:2]1[n:3][cH:4][cH:5][c:6]([N:8]2[CH2:9][CH2:10][c:11]3[c:12]2[n:13][c:14]([N:42]2[CH2:43][CH2:44][O:45][CH2:46][CH2:47]2)[n:15][c:16]3-[c:17]2[cH:18][n:19][c:20]([N:23]([CH2:24][c:25]3[cH:26][cH:27][c:28]([O:31][CH3:32])[cH:29][cH:30]3)[CH2:33][c:34]3[cH:35][cH:36][c:37]([O:40][CH3:41])[cH:38][cH:39]3)[n:21][cH:22]2)[cH:7]1>>[c:2]1([N:52]([CH2:51][CH2:50][N:49]([CH3:48])[CH3:54])[CH3:53])[n:3][cH:4][cH:5][c:6]([N:8]2[CH2:9][CH2:10][c:11]3[c:12]2[n:13][c:14]([N:42]2[CH2:43][CH2:44][O:45][CH2:46][CH2:47]2)[n:15][c:16]3-[c:17]2[cH:18][n:19][c:20]([N:23]([CH2:24][c:25]3[cH:26][cH:27][c:28]([O:31][CH3:32])[cH:29][cH:30]3)[CH2:33][c:34]3[cH:35][cH:36][c:37]([O:40][CH3:41])[cH:38][cH:39]3)[n:21][cH:22]2)[cH:7]1. The reactants are FC1=C(C(=C(C(=C1F)F)F)F)F (hexafluorobenzene), O (water), [H-].[Na+] (sodium hydride), OC1(CCNCC1)C1=CC=CC=C1 (4-hydroxy-4-phenylpiperidine). Run in CN(C=O)C (dimethylformamide), CN(C=O)C (dimethylformamide), CN(C=O)C (dimethylformamide). Run at temperature 50 celsius. Yields the product FC1=C(OC2(CCNCC2)C2=CC=CC=C2)C(=C(C(=C1F)F)F)F (4-(2,3,4,5,6-pentafluorophenoxy)-4-phenylpiperidine). Yield: 44.0%. As a reaction SMILES: [H-].[Na+].[OH:3][C:4]1([C:10]2[CH:15]=[CH:14][CH:13]=[CH:12][CH:11]=2)[CH2:9][CH2:8][NH:7][CH2:6][CH2:5]1.[F:16][C:17]1[C:22](F)=[C:21]([F:24])[C:20]([F:25])=[C:19]([F:26])[C:18]=1[F:27].O>CN(C)C=O>[F:16][C:17]1[C:18]([F:27])=[C:19]([F:26])[C:20]([F:25])=[C:21]([F:24])[C:22]=1[O:3][C:4]1([C:10]2[CH:15]=[CH:14][CH:13]=[CH:12][CH:11]=2)[CH2:9][CH2:8][NH:7][CH2:6][CH2:5]1 |f:0.1|. Reported procedure: To a suspension of sodium hydride (60% in oil, 6.4 g) in 50 ml of dry dimethylformamide was added, over a period of ten minutes, a solution of 25 g of 4-hydroxy-4-phenylpiperidine in 100 ml of dry dimethylformamide. After stirring at 50° C., for thirty minutes, the reaction mixture was cooled to ice bath temperature (5° C.). A solution of 18.6 ml of hexafluorobenzene in 100 ml of dry dimethylformamide was then added over a period of thirty minutes, and the resulting mixture stirred at ambient te... Reactants: C1(=CC=CC=C1)[C@H]1C[C@H](C1)O (cis-3-phenylcyclobutanol), C1(=CC=CC=C1)P(C1=CC=CC=C1)C1=CC=CC=C1 (triphenylphosphine), C(C1=CC=CC=C1)(=O)O (benzoic acid), N(=NC(=O)OCC)C(=O)OCC (diethyl azodicarboxylate). Reaction conditions: time 40 minute. The product is C(C1=CC=CC=C1)(=O)O[C@@H]1C[C@H](C1)C1=CC=CC=C1 (trans-3-Phenylcyclobutyl benzoate). The yield is 85.6%. As a reaction SMILES: [C:1]1([C@@H:7]2[CH2:10][C@H:9]([OH:11])[CH2:8]2)[CH:6]=[CH:5][CH:4]=[CH:3][CH:2]=1.C1(P(C2C=CC=CC=2)C2C=CC=CC=2)C=CC=CC=1.[C:31](O)(=[O:38])[C:32]1[CH:37]=[CH:36][CH:35]=[CH:34][CH:33]=1.N(C(OCC)=O)=NC(OCC)=O>>[C:31]([O:11][C@H:9]1[CH2:8][C@H:7]([C:1]2[CH:6]=[CH:5][CH:4]=[CH:3][CH:2]=2)[CH2:10]1)(=[O:38])[C:32]1[CH:37]=[CH:36][CH:35]=[CH:34][CH:33]=1. Procedure: To a stirred solution of cis-3-phenylcyclobutanol (Eckehard, V. D.; et al. Chem. Ber., 1993, 126, 2759., 4.6 g, 30.2 mmol), triphenylphosphine (3.3 g, 59.1 mmol) and benzoic acid (7.6 mg, 62.3 mmol) was added diethyl azodicarboxylate (DEAD) (10.9 g, 62.3 mmol) at room temperature. The resulting mixture was stirred at room temperature for 40 min, then the mixture was concentrated. The residue was dissolved in diethyl ether (100 mL) and washed with saturated aqueous sodium bicarbonate (50 mL), wat...